This data is from the Open Reaction Database (ORD), a public repository of structured organic reaction records. The task is: describe an organic reaction: reactants, conditions, products, and yield Reactants: ClC1=CC=C(C=C1)CCC(=O)C1=CC=C(C=C1)F (3-(4-chlorophenyl)-1-(4-fluorophenyl)propan-1-one), ClC1=CC=C(C=C1)CC/C(=C/C(=O)OCC)/C1=CC=C(C=C1)F ((Z)-ethyl 5-(4-chlorophenyl)-3-(4-fluorophenyl)pent-2-enoate). Yields the product ClC1=CC=C(C=C1)CC\C(=C/C(=O)OCC)\C1=CC=C(C=C1)F ((E)-ethyl 5-(4-chlorophenyl)-3-(4-fluorophenyl)pent-2-enoate). RXN SMILES: ClC1C=CC(CCC(C2C=CC(F)=CC=2)=O)=CC=1.[Cl:19][C:20]1[CH:25]=[CH:24][C:23]([CH2:26][CH2:27]/[C:28](/[C:35]2[CH:40]=[CH:39][C:38]([F:41])=[CH:37][CH:36]=2)=[CH:29]/[C:30]([O:32][CH2:33][CH3:34])=[O:31])=[CH:22][CH:21]=1>>[Cl:19][C:20]1[CH:25]=[CH:24][C:23]([CH2:26][CH2:27]/[C:28](/[C:35]2[CH:36]=[CH:37][C:38]([F:41])=[CH:39][CH:40]=2)=[CH:29]\[C:30]([O:32][CH2:33][CH3:34])=[O:31])=[CH:22][CH:21]=1. Reported procedure: By a procedure similar to that of example 1.85.3, starting from 3-(4-chlorophenyl)-1-(4-fluorophenyl)propan-1-one, (Z)-ethyl 5-(4-chlorophenyl)-3-(4-fluorophenyl)pent-2-enoate and (E)-ethyl 5-(4-chlorophenyl)-3-(4-fluorophenyl)pent-2-enoate were obtained as colourless oils. Starting materials: [Cr](=O)(=O)([O-])O[Cr](=O)(=O)[O-].[NH+]1=CC=CC=C1.[NH+]1=CC=CC=C1 (Pyridinium dichromate), OCCCCCCC1=CC=CC=2N1C=NC2 (5-(6-hydroxyhexyl)-imidazo[1,5-a]pyridine), O (water). Run in CN(C=O)C (N,N-dimethylformamide). Conditions: time 6 hour. The product is C(=O)(O)CCCCCC1=CC=CC=2N1C=NC2 (5-(5-carboxypentyl)-imidazo[1,5-a]pyridine). Reaction SMILES: [Cr](O[Cr]([O-])(=O)=O)([O-])(=O)=O.[NH+]1C=CC=CC=1.[NH+]1C=CC=CC=1.[OH:22][CH2:23][CH2:24][CH2:25][CH2:26][CH2:27][CH2:28][C:29]1[N:34]2[CH:35]=[N:36][CH:37]=[C:33]2[CH:32]=[CH:31][CH:30]=1.[OH2:38]>CN(C)C=O>[C:23]([CH2:24][CH2:25][CH2:26][CH2:27][CH2:28][C:29]1[N:34]2[CH:35]=[N:36][CH:37]=[C:33]2[CH:32]=[CH:31][CH:30]=1)([OH:38])=[O:22] |f:0.1.2|. Procedure details: Pyridinium dichromate (0.94 g) is added as a solid to a solution of 5-(6-hydroxyhexyl)-imidazo[1,5-a]pyridine (123 mg) in 10 ml of N,N-dimethylformamide at 25° under nitrogen. The solution is stirred for 6 hours, poured into 150 ml of water and extracted with methylene chloride (5×20 ml). The organic extracts are washed with 1 N sodium hydroxide. Acidification of the aqueous phase to pH=6, extraction with methylene chloride and drying over sodium sulfate/magnesium sulfate yields 5-(5-carboxypent...